This data is from the Open Reaction Database (ORD), a public repository of structured organic reaction records. The task is: describe an organic reaction: reactants, conditions, products, and yield The reactants are CC(C)(C)OC(=O)NC(c1ccccc1)c1nc2ccccc2c2nc(N)nn12, ClCCl, O=C(O)C(F)(F)F. The product is Nc1nc2c3ccccc3nc(C(N)c3ccccc3)n2n1. Reaction SMILES: [C:1]([O:2][C:3](=[O:4])[NH:7][CH:8]([c:9]1[cH:10][cH:11][cH:12][cH:13][cH:14]1)[c:15]1[n:16][c:17]2[cH:18][cH:19][cH:20][cH:21][c:22]2[c:23]2[n:24]1[n:25][c:26]([NH2:28])[n:27]2)([CH3:5])([CH3:6])[CH3:29].[Cl:37][CH2:38][Cl:39].[OH:30][C:31]([C:32]([F:33])([F:34])[F:35])=[O:36]>>[NH2:7][CH:8]([c:9]1[cH:10][cH:11][cH:12][cH:13][cH:14]1)[c:15]1[n:16][c:17]2[cH:18][cH:19][cH:20][cH:21][c:22]2[c:23]2[n:24]1[n:25][c:26]([NH2:28])[n:27]2. Starting materials: FC(C(=O)O)(F)F (trifluoroacetic acid), FC([C@@H](C)NC(=O)C1=CN(C2=NC=C(N=C21)C2=NN(C1=CC(=CC=C21)F)C)COCC[Si](C)(C)C)(C)F (2-(6-fluoro-1-methyl-1H-indazol-3-yl)-5-(2-trimethylsilanylethoxymethyl)-5H-pyrrolo[2,3-b]pyrazine-7-carboxylic acid ((R)-2,2-difluoro-1-methyl-propyl)-amide), C(CN)N (ethylenediamine). The solvent is ClCCl (dichloromethane). Conditions: time 2 hour. Product: FC([C@@H](C)NC(=O)C1=CNC2=NC=C(N=C21)C2=NN(C1=CC(=CC=C21)F)C)(C)F (2-(6-fluoro-1-methyl-1H-indazol-3-yl)-5H-pyrrolo[2,3-b]pyrazine-7-carboxylic acid ((R)-2,2-difluoro-1-methyl-propyl)-amide). The yield is 0.1%. Reaction SMILES: [F:1][C:2]([F:37])([CH3:36])[C@H:3]([NH:5][C:6]([C:8]1[C:16]2[C:11](=[N:12][CH:13]=[C:14]([C:17]3[C:25]4[C:20](=[CH:21][C:22]([F:26])=[CH:23][CH:24]=4)[N:19]([CH3:27])[N:18]=3)[N:15]=2)[N:10](COCC[Si](C)(C)C)[CH:9]=1)=[O:7])[CH3:4].FC(F)(F)C(O)=O.C(N)CN>ClCCl>[F:37][C:2]([F:1])([CH3:36])[C@H:3]([NH:5][C:6]([C:8]1[C:16]2[C:11](=[N:12][CH:13]=[C:14]([C:17]3[C:25]4[C:20](=[CH:21][C:22]([F:26])=[CH:23][CH:24]=4)[N:19]([CH3:27])[N:18]=3)[N:15]=2)[NH:10][CH:9]=1)=[O:7])[CH3:4]. Procedure: In a round-bottomed flask, 2-(6-fluoro-1-methyl-1H-indazol-3-yl)-5-(2-trimethylsilanylethoxymethyl)-5H-pyrrolo[2,3-b]pyrazine-7-carboxylic acid ((R)-2,2-difluoro-1-methyl-propyl)-amide (105 mg, 197 mmol) was dissolved in dichloromethane (1 ml) and trifluoroacetic acid (0.6 ml, 7.9 mmol) was added. The reaction mixture was stirred at room temperature for 2 h then concentrated. The residue was dissolved in dichloromethane (1 ml) and ethylenediamine (0.8 ml, 11.8 mmol) was added. The reaction was s... Reactants: CO, C=[N+]=[N-], O=C(O)CCCCCCC1=CC(O)CC1=O. Yields the product COC(=O)CCCCCCC1=CC(O)CC1=O. Reaction SMILES: [CH3:20][OH:21].[N+:17](=[N-:18])=[CH2:19].[OH:1][CH:2]1[CH:3]=[C:4]([CH2:8][CH2:9][CH2:10][CH2:11][CH2:12][CH2:13][C:14](=[O:15])[OH:16])[C:5](=[O:7])[CH2:6]1>>[OH:1][CH:2]1[CH:3]=[C:4]([CH2:8][CH2:9][CH2:10][CH2:11][CH2:12][CH2:13][C:14](=[O:15])[O:16][CH3:19])[C:5](=[O:7])[CH2:6]1.